From a dataset of the Open Reaction Database (ORD), a public repository of structured organic reaction records. describe an organic reaction: reactants, conditions, products, and yield Reactants: CCC#CCC1(C(=O)OC(C)(C)C)C(=O)C=CC1CC(=O)OC, CCCCCC, CC(C)=O. The product is CCC=CCC1(C(=O)OC(C)(C)C)C(=O)C=CC1CC(=O)OC. RXN SMILES: [C:1]([CH3:2])([CH3:3])([CH3:4])[O:5][C:6](=[O:7])[C:8]1([CH2:19][C:20]#[C:21][CH2:22][CH3:23])[CH:9]([CH2:14][C:15](=[O:16])[O:17][CH3:18])[CH:10]=[CH:11][C:12]1=[O:13].[CH3:24][CH2:25][CH2:26][CH2:27][CH2:28][CH3:29].[CH3:30][C:31](=[O:32])[CH3:33]>>[C:1]([CH3:2])([CH3:3])([CH3:4])[O:5][C:6](=[O:7])[C:8]1([CH2:19][CH:20]=[CH:21][CH2:22][CH3:23])[CH:9]([CH2:14][C:15](=[O:16])[O:17][CH3:18])[CH:10]=[CH:11][C:12]1=[O:13]. Starting materials: BrC=1C(=CC(=NC1)C(=O)N1CCC2=CC(=CC=C12)F)Cl ((5-bromo-4-chloro-pyridin-2-yl)-(5-fluoro-2,3-dihydro-indol-1-yl)-methanone), CN1CCCC1=O (NMP), COC=1C=CC2=C(CCN(C(N2)=O)C2CCNCC2)C1 (7-methoxy-3-piperidin-4-yl-1,3,4,5-tetrahydro-1,3-benzodiazepin-2-one), C([O-])([O-])=O.[K+].[K+] (potassium carbonate). Solvent: O (water). Conditions: temperature 130 celsius, time 10 hour. Yields the product BrC=1C(=CC(=NC1)C(=O)N1CCC2=CC(=CC=C12)F)N1CCC(CC1)N1C(NC2=C(CC1)C=C(C=C2)OC)=O (3-[5′-bromo-2′-(5-fluoro-2,3-dihydro-indole-1-carbonyl)-3,4,5,6-tetrahydro-2H-[1,4′]bipyridinyl-4-yl]-7-methoxy-1,3,4,5-tetrahydro-benzo[d][1,3]-diazepin-2-one). As a reaction SMILES: [Br:1][C:2]1[C:3](Cl)=[CH:4][C:5]([C:8]([N:10]2[C:18]3[C:13](=[CH:14][C:15]([F:19])=[CH:16][CH:17]=3)[CH2:12][CH2:11]2)=[O:9])=[N:6][CH:7]=1.[CH3:21][O:22][C:23]1[CH:24]=[CH:25][C:26]2[NH:32][C:31](=[O:33])[N:30]([CH:34]3[CH2:39][CH2:38][NH:37][CH2:36][CH2:35]3)[CH2:29][CH2:28][C:27]=2[CH:40]=1.C(=O)([O-])[O-].[K+].[K+].CN1C(=O)CCC1>O>[Br:1][C:2]1[C:3]([N:37]2[CH2:36][CH2:35][CH:34]([N:30]3[CH2:29][CH2:28][C:27]4[CH:40]=[C:23]([O:22][CH3:21])[CH:24]=[CH:25][C:26]=4[NH:32][C:31]3=[O:33])[CH2:39][CH2:38]2)=[CH:4][C:5]([C:8]([N:10]2[C:18]3[C:13](=[CH:14][C:15]([F:19])=[CH:16][CH:17]=3)[CH2:12][CH2:11]2)=[O:9])=[N:6][CH:7]=1 |f:2.3.4|. Reported procedure: 0.38 g (1.1 mmol) (5-bromo-4-chloro-pyridin-2-yl)-(5-fluoro-2,3-dihydro-indol-1-yl)-methanone, 0.29 g (1.1 mmol) 7-methoxy-3-piperidin-4-yl-1,3,4,5-tetrahydro-1,3-benzodiazepin-2-one, 0.22 g (1.6 mmol) potassium carbonate and 3.0 mL NMP were combined and stirred for 10 h at 130° C. Then the reaction mixture was combined with water and the precipitate formed was suction filtered and dried. Reactants: FC(C(=O)OCC)F (ethyl difluoroacetate), C(C)(C)N (isopropylamine). Reagents/catalysts: C(CO)O (ethylene glycol). Solvent: C(C)O (ethyl alcohol), C(C)O (ethyl alcohol). Yields the product C(C)(C)NC(C(F)F)=O (N-Isopropyldifluoroacetamide). Reaction SMILES: [F:1][CH:2]([F:8])[C:3]([O:5]CC)=O.[CH:9]([NH2:12])([CH3:11])[CH3:10]>C(O)C.C(O)CO>[CH:9]([NH:12][C:3](=[O:5])[CH:2]([F:1])[F:8])([CH3:11])[CH3:10]. Reported procedure: A solution of 20 grams (0.16 mole) of ethyl difluoroacetate in 20 milliliters ethyl alcohol was added slowly in a solution of 9.5 grams (0.16 mole) isopropylamine amine and 5 drops of ethylene glycol in 30 milliliters ethyl alcohol. The temperature rose slowly to 27° C. The mixture was then refluxed for 3 days. After this reflux period, the solution was evaporated at 100 millimeters and the residue was distilled at atmospheric pressure to yield 18.0 grams, b.p. 86°-88°, identified by infrared sp...